Dataset: the Open Reaction Database (ORD), a public repository of structured organic reaction records. Task: describe an organic reaction: reactants, conditions, products, and yield The reactants are O (Water), IC=1C(=NC=C(C1)[N+](=O)[O-])O (3-iodo-5-nitropyridin-2-ol), CI (methyl iodide), [H-].[Na+] (NaH). Run in C1CCOC1 (THF). Conditions: time 18 hour. Yields the product IC=1C(N(C=C(C1)[N+](=O)[O-])C)=O (3-Iodo-1-methyl-5-nitro-1H-pyridin-2-one). Reaction SMILES: [I:1][C:2]1[C:3]([OH:11])=[N:4][CH:5]=[C:6]([N+:8]([O-:10])=[O:9])[CH:7]=1.[H-].[Na+].[CH3:14]I.O>C1COCC1>[I:1][C:2]1[C:3](=[O:11])[N:4]([CH3:14])[CH:5]=[C:6]([N+:8]([O-:10])=[O:9])[CH:7]=1 |f:1.2|. Procedure details: A solution of 3-iodo-5-nitropyridin-2-ol (2.66 g, 10.0 mmol) in THF (30 mL) was cooled to −20° C. NaH (60% dispersion in mineral oil, 0.600 g, 15.0 mmol) was added cautiously in three portions. After being stirred for 30 min at this temperature, methyl iodide (6.23 mL, 100.0 mmol) was added dropwise through a syringe. The resulting mixture was allowed to warm to rt during a 30 min period. Stirring was continued for 18 h at rt. Water (15 mL) was added with caution to quench the reaction. THF was ...